This data is from the Open Reaction Database (ORD), a public repository of structured organic reaction records. The task is: describe an organic reaction: reactants, conditions, products, and yield As a reaction SMILES: [CH3:1][C:2]1([c:8]2[cH:9][c:10]3[cH:11][cH:12][c:13]([O:18][CH:19]4[CH2:20][CH2:21][CH:22]([CH2:25][CH2:26][CH3:27])[CH2:23][CH2:24]4)[cH:14][c:15]3[cH:16][cH:17]2)[NH:3][C:4](=[O:7])[O:5][CH2:6]1.[CH3:28][CH2:29][OH:30].[Li+:31].[OH-:32].[OH2:33]>>[CH3:1][C:2]([NH2:3])([CH2:6][OH:5])[c:8]1[cH:9][c:10]2[cH:11][cH:12][c:13]([O:18][CH:19]3[CH2:20][CH2:21][CH:22]([CH2:25][CH2:26][CH3:27])[CH2:23][CH2:24]3)[cH:14][c:15]2[cH:16][cH:17]1. Product: CCCC1CCC(Oc2ccc3cc(C(C)(N)CO)ccc3c2)CC1. Reactants: CCCC1CCC(Oc2ccc3cc(C4(C)COC(=O)N4)ccc3c2)CC1, CCO, [Li+], [OH-], O. Isolated yield 31.5%. Reactants: ClC1=NC=NC(=C1)Cl (4,6-dichloropyrimidine), CCN(C(C)C)C(C)C (DIPEA), COC1=NC=CC=C1N (2-methoxypyridin-3-amine). Conditions: temperature 90 celsius. Product: ClC1=CC(=NC=N1)NC=1C(=NC=CC1)OC (6-chloro-N-(2-methoxypyridin-3-yl)pyrimidin-4-amine). Procedure details: To a solution of 4,6-dichloropyrimidine (660.04 mg, 4.43 mmol) in 1-butanol (10 mL) was added DIPEA (0.67 ml, 4.03 mmol) followed by 2-methoxypyridin-3-amine (500 mg, 4.03 mmol). The reaction mixture was then heated to 90° C. for 2 hr. The reaction mixture was then concentrated in vacuo and partitioned between DCM and water. A precipitate was removed by filtration and the organics extracted (2×20 ml DCM). The combined organic extracts were then washed with 0.5M HCl (5 ml) and then dried (Na2SO4)... Solvent: C(CCC)O (1-butanol). Reaction SMILES: Cl[C:2]1[CH:7]=[C:6]([Cl:8])[N:5]=[CH:4][N:3]=1.CCN(C(C)C)C(C)C.[CH3:18][O:19][C:20]1[C:25]([NH2:26])=[CH:24][CH:23]=[CH:22][N:21]=1>C(O)CCC>[Cl:8][C:6]1[N:5]=[CH:4][N:3]=[C:2]([NH:26][C:25]2[C:20]([O:19][CH3:18])=[N:21][CH:22]=[CH:23][CH:24]=2)[CH:7]=1. The reactants are C(C)(C)(C)OC(=O)N(C(OC(C)(C)C)=O)[C@@H]1C(O[C@H]([C@@H]([C@H](COC1)OCC=C)OCC=C)C)=O (tert-butyl N-tert-butoxycarbonyl-N-[(3S,7S,8S,9S)-7,8-diallyloxy-9-methyl-2-oxo-1,5-dioxonan-3-yl]carbamate). The yield is 99.2%. Conditions: temperature 40 celsius, time 2 hour. Product: C(C)(C)(C)OC(=O)N(C(OC(C)(C)C)=O)[C@@H]1C(O[C@H]([C@@H]([C@H](COC1)OCCC)OCCC)C)=O (tert-butyl N-tert-butoxycarbonyl-N-[(3S,7S,8S,9S)-9-methyl-2-oxo-7,8-dipropoxy-1,5-dioxonan-3-yl]carbamate). Run in CCOC(=O)C (EtOAc). RXN SMILES: [C:1]([O:5][C:6]([N:8]([C@H:16]1[CH2:24][O:23][CH2:22][C@H:21]([O:25][CH2:26][CH:27]=[CH2:28])[C@@H:20]([O:29][CH2:30][CH:31]=[CH2:32])[C@H:19]([CH3:33])[O:18][C:17]1=[O:34])[C:9](=[O:15])[O:10][C:11]([CH3:14])([CH3:13])[CH3:12])=[O:7])([CH3:4])([CH3:3])[CH3:2]>CCOC(C)=O.[Pd]>[C:1]([O:5][C:6]([N:8]([C@H:16]1[CH2:24][O:23][CH2:22][C@H:21]([O:25][CH2:26][CH2:27][CH3:28])[C@@H:20]([O:29][CH2:30][CH2:31][CH3:32])[C@H:19]([CH3:33])[O:18][C:17]1=[O:34])[C:9](=[O:15])[O:10][C:11]([CH3:13])([CH3:14])[CH3:12])=[O:7])([CH3:2])([CH3:3])[CH3:4]. Procedure: To a solution of tert-butyl N-tert-butoxycarbonyl-N-[(3S,7S,8S,9S)-7,8-diallyloxy-9-methyl-2-oxo-1,5-dioxonan-3-yl]carbamate (170 mg, 0.350 mmol) in EtOAc (3 mL) in a 50 mL high pressure reactor with a stir bar was added 5% Pd/C (20.0 mg, 9.40 μmol). After the reactor was sealed, it was purged with H2 (4×), and charged to ˜600 psi with H2 at room temperature. The reaction mixture was warmed to 40° C. and stirred for 2 h. The reaction mixture was filtered through a pad of Celite® and the filtrate... Reagents/catalysts: [Pd] (Pd/C). Starting materials: C1(CC1)C=1NC2=CC=C(C(=C2C1)C(F)(F)F)C#N (2-cyclopropyl-4-(trifluoromethyl)-1H-indole-5-carbonitrile), BrCC#N (bromoacetonitrile). As a reaction SMILES: [CH:1]1([C:4]2[NH:5][C:6]3[C:11]([CH:12]=2)=[C:10]([C:13]([F:16])([F:15])[F:14])[C:9]([C:17]#[N:18])=[CH:8][CH:7]=3)[CH2:3][CH2:2]1.Br[CH2:20][C:21]#[N:22]>>[C:21]([CH2:20][N:5]1[C:6]2[C:11](=[C:10]([C:13]([F:14])([F:15])[F:16])[C:9]([C:17]#[N:18])=[CH:8][CH:7]=2)[CH:12]=[C:4]1[CH:1]1[CH2:2][CH2:3]1)#[N:22]. The product is C(#N)CN1C(=CC2=C(C(=CC=C12)C#N)C(F)(F)F)C1CC1 (1-(Cyanomethyl)-2-cyclopropyl-4-(trifluoromethyl)-1H-indole-5-carbonitrile). Procedure details: Synthesized as described in Example 62 using 2-cyclopropyl-4-(trifluoromethyl)-1H-indole-5-carbonitrile (Example 165A) and bromoacetonitrile: MS (ES) m/z 290 (M+1).